Dataset: the Open Reaction Database (ORD), a public repository of structured organic reaction records. Task: describe an organic reaction: reactants, conditions, products, and yield Reactants: Cl, Cc1nc2ccccc2n1C1CC2CCC(C1)N2CCC1(c2cccc(F)c2)CCN(C(=O)C(NC(=O)OC(C)(C)C)C(C)C)CC1. Reaction SMILES: [ClH:48].[F:1][c:2]1[cH:3][c:4]([C:8]2([CH2:28][CH2:29][N:30]3[CH:31]4[CH2:32][CH:33]([n:38]5[c:39]([CH3:47])[n:40][c:41]6[c:42]5[cH:43][cH:44][cH:45][cH:46]6)[CH2:34][CH:35]3[CH2:36][CH2:37]4)[CH2:9][CH2:10][N:11]([C:14](=[O:15])[CH:16]([CH:17]([CH3:18])[CH3:19])[NH:20][C:21](=[O:22])[O:23][C:24]([CH3:25])([CH3:26])[CH3:27])[CH2:12][CH2:13]2)[cH:5][cH:6][cH:7]1>>[F:1][c:2]1[cH:3][c:4]([C:8]2([CH2:28][CH2:29][N:30]3[CH:31]4[CH2:32][CH:33]([n:38]5[c:39]([CH3:47])[n:40][c:41]6[c:42]5[cH:43][cH:44][cH:45][cH:46]6)[CH2:34][CH:35]3[CH2:36][CH2:37]4)[CH2:9][CH2:10][N:11]([C:14](=[O:15])[CH:16]([CH:17]([CH3:18])[CH3:19])[NH2:20])[CH2:12][CH2:13]2)[cH:5][cH:6][cH:7]1. The product is Cc1nc2ccccc2n1C1CC2CCC(C1)N2CCC1(c2cccc(F)c2)CCN(C(=O)C(N)C(C)C)CC1. Reactants: N1=C(F)N=C(F)N=C1F (cyanuric fluoride), 53, NC1=C(C=C(C=2C(C3=CC=CC=C3C(C12)=O)=O)C1=C(C(=C(C(=C1C)S(=O)(=O)O)C)N)C)S(=O)(=O)O (1-amino-4-(3-amino-2,4,6-trimethyl-5-sulfophenyl)anthraquinone-2-sulfonic acid), P(=O)(O)([O-])[O-].[Na+].[Na+] (disodium hydrogenphosphate), [OH-].[Na+] (sodium hydroxide), C(CN)N (ethylenediamine). The solvent is O (water), O (water). Yields the product C1=C(C=CC=2C(C3=CC=CC=C3C(C12)=O)=O)S(=O)(=O)O (anthraquinone-2-sulfonic acid). As a reaction SMILES: N1C(F)=NC(F)=NC=1F.N[C:11]1[C:24]2[C:23](=[O:25])[C:22]3[C:17](=[CH:18][CH:19]=[CH:20][CH:21]=3)[C:16](=[O:26])[C:15]=2[C:14](C2C(C)=C(S(O)(=O)=O)C(C)=C(N)C=2C)=[CH:13][C:12]=1[S:41]([OH:44])(=[O:43])=[O:42].P([O-])([O-])(O)=O.[Na+].[Na+].[OH-].[Na+].C(N)CN>O>[CH:11]1[C:24]2[C:23](=[O:25])[C:22]3[C:17](=[CH:18][CH:19]=[CH:20][CH:21]=3)[C:16](=[O:26])[C:15]=2[CH:14]=[CH:13][C:12]=1[S:41]([OH:44])(=[O:43])=[O:42] |f:2.3.4,5.6|. Procedure details: The compound can be prepared as follows: 14 parts of cyanuric fluoride are added dropwise to a neutral solution of 53 parts of 1-amino-4-(3-amino-2,4,6-trimethyl-5-sulfophenyl)anthraquinone-2-sulfonic acid and 5 parts of disodium hydrogenphosphate in 500 parts of water at a temperature below 2° C., while keeping the pH constant by the addition of sodium hydroxide solution. Upon completion of the reaction,a solution of 6 parts of ethylenediamine in 54 parts of water are added dropwise such that t...